From a dataset of the Open Reaction Database (ORD), a public repository of structured organic reaction records. describe an organic reaction: reactants, conditions, products, and yield The reactants are CN1CCCCC1CCc1ccccc1NC(=O)c1ccc([N+](=O)[O-])cc1, CCO. The product is CN1CCCCC1CCc1ccccc1NC(=O)c1ccc(N)cc1. As a reaction SMILES: [CH3:1][N:2]1[CH:3]([CH2:8][CH2:9][c:10]2[c:11]([NH:12][C:13]([c:14]3[cH:15][cH:16][c:17]([N+:20]([O-:21])=[O:22])[cH:18][cH:19]3)=[O:23])[cH:24][cH:25][cH:26][cH:27]2)[CH2:4][CH2:5][CH2:6][CH2:7]1.[CH3:28][CH2:29][OH:30]>>[CH3:1][N:2]1[CH:3]([CH2:8][CH2:9][c:10]2[c:11]([NH:12][C:13]([c:14]3[cH:15][cH:16][c:17]([NH2:20])[cH:18][cH:19]3)=[O:23])[cH:24][cH:25][cH:26][cH:27]2)[CH2:4][CH2:5][CH2:6][CH2:7]1. Reactants: Cc1ccc(Cl)cc1Br, O=C([O-])[O-], Cc1ccccc1, CO, OB(O)c1ccc(C(F)(F)F)cc1, [Na+], [Na+], c1ccc(P(c2ccccc2)(c2ccccc2)[Pd](P(c2ccccc2)(c2ccccc2)c2ccccc2)(P(c2ccccc2)(c2ccccc2)c2ccccc2)P(c2ccccc2)(c2ccccc2)c2ccccc2)cc1. Product: Cc1ccc(Cl)cc1-c1ccc(C(F)(F)F)cc1. RXN SMILES: [Br:1][c:2]1[c:3]([CH3:9])[cH:4][cH:5][c:6]([Cl:8])[cH:7]1.[C:10](=[O:11])([O-:12])[O-:13].[CH3:29][c:30]1[cH:31][cH:32][cH:33][cH:34][cH:35]1.[CH3:36][OH:37].[F:16][C:17]([c:18]1[cH:19][cH:20][c:21]([B:24]([OH:25])[OH:26])[cH:22][cH:23]1)([F:27])[F:28].[Na+:14].[Na+:15].[cH:38]1[cH:39][cH:40][c:41]([P:42]([Pd:43]([P:44]([c:45]2[cH:46][cH:47][cH:48][cH:49][cH:50]2)([c:51]2[cH:52][cH:53][cH:54][cH:55][cH:56]2)[c:57]2[cH:58][cH:59][cH:60][cH:61][cH:62]2)([P:63]([c:64]2[cH:65][cH:66][cH:67][cH:68][cH:69]2)([c:70]2[cH:71][cH:72][cH:73][cH:74][cH:75]2)[c:76]2[cH:77][cH:78][cH:79][cH:80][cH:81]2)[P:82]([c:83]2[cH:84][cH:85][cH:86][cH:87][cH:88]2)([c:89]2[cH:90][cH:91][cH:92][cH:93][cH:94]2)[c:95]2[cH:96][cH:97][cH:98][cH:99][cH:100]2)([c:101]2[cH:102][cH:103][cH:104][cH:105][cH:106]2)[c:107]2[cH:108][cH:109][cH:110][cH:111][cH:112]2)[cH:113][cH:114]1>>[c:2]1(-[c:21]2[cH:20][cH:19][c:18]([C:17]([F:16])([F:27])[F:28])[cH:23][cH:22]2)[c:3]([CH3:9])[cH:4][cH:5][c:6]([Cl:8])[cH:7]1. The reactants are Br.OC=1C=CC2=C(C(=NO2)C2CCNCC2)C1 (5-hydroxy-3-(4-piperidyl)-1,2-benzisoxazole hydrobromide), C([O-])(O)=O.[Na+] (sodium bicarbonate), [I-].[K+] (potassium iodide), ClCCCC(C1=CC=C(C=C1)F)C1=CC=C(C=C1)F (4-chloro-1,1-bis(4-fluorophenyl)butane). Run in O (water), CN(C=O)C (dimethylformamide). The product is Cl.FC1=CC=C(C=C1)C(CCCN1CCC(CC1)C1=NOC2=C1C=C(C=C2)O)C2=CC=C(C=C2)F (3-{1-[4,4-bis(4-Fluorophenyl)-1-butyl]-4-piperidyl}-5-hydroxy-1,2-benzisoxazole hydrochloride). Isolated yield 40.2%. As a reaction SMILES: Br.[OH:2][C:3]1[CH:4]=[CH:5][C:6]2[O:10][N:9]=[C:8]([CH:11]3[CH2:16][CH2:15][NH:14][CH2:13][CH2:12]3)[C:7]=2[CH:17]=1.C(=O)(O)[O-].[Na+].[I-].[K+].[Cl:25][CH2:26][CH2:27][CH2:28][CH:29]([C:37]1[CH:42]=[CH:41][C:40]([F:43])=[CH:39][CH:38]=1)[C:30]1[CH:35]=[CH:34][C:33]([F:36])=[CH:32][CH:31]=1>O.CN(C)C=O>[ClH:25].[F:36][C:33]1[CH:32]=[CH:31][C:30]([CH:29]([C:37]2[CH:38]=[CH:39][C:40]([F:43])=[CH:41][CH:42]=2)[CH2:28][CH2:27][CH2:26][N:14]2[CH2:13][CH2:12][CH:11]([C:8]3[C:7]4[CH:17]=[C:3]([OH:2])[CH:4]=[CH:5][C:6]=4[O:10][N:9]=3)[CH2:16][CH2:15]2)=[CH:35][CH:34]=1 |f:0.1,2.3,4.5,9.10|. Procedure details: A mixture of 1.5 g of 5-hydroxy-3-(4-piperidyl)-1,2-benzisoxazole hydrobromide, 0.84 g of sodium bicarbonate, 25 ml of dimethylformamide, a few crystals of potassium iodide and 1.4 g of 4-chloro-1,1-bis(4-fluorophenyl)butane was stirred at 90° for 8 hrs. After cooling to ambient temperature, the mixture was poured into water and the aqueous mixture was extracted with ethyl acetate. The ethyl acetate was washed with water and brine, and the the solvent was removed in vacuo to yield a solid. The s... Starting materials: C(C1=CC=CC=C1)OC(=O)OC[C@@H](C(=O)OC)NC(=O)OC(C)(C)C ((S)-methyl 3-(benzyloxycarbonyloxy)-2-(tert-butoxycarbonylamino)propanoate), C(=O)([O-])[O-].[K+].[K+] (K2CO3). Solvent: CN(C)C=O (DMF). Run at temperature 65 celsius. Product: C(C)(C)(C)OC(=O)NC(C(=O)OC)=C (methyl 2-(tert-butoxycarbonylamino)acrylate). Yield: 80.4%. As a reaction SMILES: C(OC(O[CH2:12][C@H:13]([NH:18][C:19]([O:21][C:22]([CH3:25])([CH3:24])[CH3:23])=[O:20])[C:14]([O:16][CH3:17])=[O:15])=O)C1C=CC=CC=1.C([O-])([O-])=O.[K+].[K+]>CN(C=O)C>[C:22]([O:21][C:19]([NH:18][C:13](=[CH2:12])[C:14]([O:16][CH3:17])=[O:15])=[O:20])([CH3:25])([CH3:24])[CH3:23] |f:1.2.3|. Procedure: A mixture of (S)-methyl 3-(benzyloxycarbonyloxy)-2-(tert-butoxycarbonylamino)propanoate (36.0 g, 102 mmol), K2CO3 (28.2 g, 204 mmol) and DMF (204 mL) was heated at 65° C. for 1 hour. After cooling, the reaction mixture was partitioned between ether and water. The aqueous layer was extracted with ether. The combined organic layers were washed with water and brine, dried and concentrated under reduced pressure. The residue was purified by flash chromatography on silica gel (10:1 hexanes/EtOAc) to ... The reactants are N(=[N+]=[N-])CC(=O)OCC (Ethyl 2-azidoacetate), FC1=CC(=C(C=O)C=C1)OC (4-fluoro-2-methoxybenzaldehyde), C[O-].[Na+] (sodium methoxide), C[O-].[Na+] (Sodium methoxide). The solvent is CO (methanol). Run at temperature -20 celsius, time 3.5 hour. Yields the product COC(=O)C=1NC2=CC(=CC(=C2C1)OC)F (6-Fluoro-4-methoxy-1H-indole-2-carboxylic acid methyl ester). RXN SMILES: C[O-].[Na+].[N:4]([CH2:7][C:8]([O:10][CH2:11]C)=[O:9])=[N+]=[N-].[F:13][C:14]1[CH:21]=[CH:20][C:17]([CH:18]=O)=[C:16]([O:22][CH3:23])[CH:15]=1>CO>[CH3:11][O:10][C:8]([C:7]1[NH:4][C:20]2[C:17]([CH:18]=1)=[C:16]([O:22][CH3:23])[CH:15]=[C:14]([F:13])[CH:21]=2)=[O:9] |f:0.1|. Procedure: Sodium methoxide solution (25% by weight in methanol, 22.25 mL) and methanol (52 mL) were added to a flask and cooled to −20° C. using an acetonitrile/dry ice bath. Ethyl 2-azidoacetate (25% by weight in ethanol, 50.3 g) and 4-fluoro-2-methoxybenzaldehyde (5.00 g, dissolved in ethyl 2-azidoacetate solution) were added drop-wise to the stirring sodium methoxide solution at −20° C. The solution was then stirred at −20° C. for 3.5 hours, then at 0° C. for one hour. The solution was poured over ice,... Procedure: Using 2-hydroxy-1-hydroxymethyl-ethylamine and N-[2-(3-Cyano-1H-indol-5-yl)-ethyl]-4-[2-chloro-pyrimidin-4-yl]-benzamide (reference example 1az) as substrates. MS (ion spray) m/z 457 (M+H)+. Reaction SMILES: [OH:1][CH2:2][CH:3]([NH2:6])[CH2:4][OH:5].[C:7]([C:9]1[C:17]2[C:12](=[CH:13][CH:14]=[C:15]([CH2:18][CH2:19][NH:20][C:21](=[O:35])[C:22]3[CH:27]=[CH:26][C:25]([C:28]4[CH:33]=[CH:32][N:31]=[C:30](Cl)[N:29]=4)=[CH:24][CH:23]=3)[CH:16]=2)[NH:11][CH:10]=1)#[N:8]>>[C:7]([C:9]1[C:17]2[C:12](=[CH:13][CH:14]=[C:15]([CH2:18][CH2:19][NH:20][C:21](=[O:35])[C:22]3[CH:27]=[CH:26][C:25]([C:28]4[CH:33]=[CH:32][N:31]=[C:30]([NH:6][CH:3]([CH2:4][OH:5])[CH2:2][OH:1])[N:29]=4)=[CH:24][CH:23]=3)[CH:16]=2)[NH:11][CH:10]=1)#[N:8]. Reactants: OCC(CO)N (2-hydroxy-1-hydroxymethyl-ethylamine), C(#N)C1=CNC2=CC=C(C=C12)CCNC(C1=CC=C(C=C1)C1=NC(=NC=C1)Cl)=O (N-[2-(3-Cyano-1H-indol-5-yl)-ethyl]-4-[2-chloro-pyrimidin-4-yl]-benzamide). Product: C(#N)C1=CNC2=CC=C(C=C12)CCNC(C1=CC=C(C=C1)C1=NC(=NC=C1)NC(CO)CO)=O (N-[2-(3-cyano-1H-indol-5-yl)-ethyl]-4-[2-(2-hydroxy-1-hydroxymethyl-ethylamino)-pyrimidin-4-yl]-benzamide). Reactants: CC1=CC=C(C=C1)C(C(=O)O)(C)C (2-(4-methylphenyl)-2-methylpropionic acid), S(O)(O)(=O)=O (sulfuric acid), CO (methanol). Product: CC1=CC=C(C=C1)C(C(=O)OC)(C)C (Methyl 2-(4-Methylphenyl)-2-methylpropionate). RXN SMILES: [CH3:1][C:2]1[CH:7]=[CH:6][C:5]([C:8]([CH3:13])([CH3:12])[C:9]([OH:11])=[O:10])=[CH:4][CH:3]=1.S(=O)(=O)(O)O.[CH3:19]O>>[CH3:1][C:2]1[CH:3]=[CH:4][C:5]([C:8]([CH3:13])([CH3:12])[C:9]([O:11][CH3:19])=[O:10])=[CH:6][CH:7]=1. Procedure: A solution of 2-(4-methylphenyl)-2-methylpropionic acid (60.0 g), sulfuric acid (0.6 ml) and methanol (300 ml) was refluxed for 19 hr. The solvent was evaporated, and water (200 ml) was added and the mixture was extracted with chloroform. The extract was washed with saturated brine and dried over anhydrous magnesium sulfate. The solvent was evaporated to give the title compound (61.52 g) as a pale-brown oil. 1H-NMR(CDCl3)δ:1.56(6H, s), 2.32(3H, s), 3.64(3H, s), 7.13(2H, d, J=8.6 Hz), 7.22(2H, d,... The reactants are FC1=C(CSC2=NC(=CC(=N2)NS(=O)(=O)N2CCC3(OCCO3)CC2)OC)C=CC=C1F (N-{2-[(2,3-Difluorobenzyl)thio]-6-methoxypyrimidin-4-yl}-1,4-dioxa-8-azaspiro[4.5]decane-8-sulfonamide), product. Solvent: Cl (hydrochloric acid), C1CCOC1 (THF), C(C)(=O)OCC (ethyl acetate). Run at time 24 hour. Yields the product FC1=C(CSC2=NC(=CC(=N2)NS(=O)(=O)N2CCC(CC2)=O)OC)C=CC=C1F (N-{2-[(2,3-Difluorobenzyl)thio]-6-methoxypyrimidin-4-yl}-4-oxopiperidine-1-sulfonamide). RXN SMILES: [F:1][C:2]1[C:31]([F:32])=[CH:30][CH:29]=[CH:28][C:3]=1[CH2:4][S:5][C:6]1[N:11]=[C:10]([NH:12][S:13]([N:16]2[CH2:25][CH2:24][C:19]3(OCC[O:20]3)[CH2:18][CH2:17]2)(=[O:15])=[O:14])[CH:9]=[C:8]([O:26][CH3:27])[N:7]=1>Cl.C1COCC1.C(OCC)(=O)C>[F:1][C:2]1[C:31]([F:32])=[CH:30][CH:29]=[CH:28][C:3]=1[CH2:4][S:5][C:6]1[N:11]=[C:10]([NH:12][S:13]([N:16]2[CH2:25][CH2:24][C:19](=[O:20])[CH2:18][CH2:17]2)(=[O:15])=[O:14])[CH:9]=[C:8]([O:26][CH3:27])[N:7]=1. Procedure details: N-{2-[(2,3-Difluorobenzyl)thio]-6-methoxypyrimidin-4-yl}-1,4-dioxa-8-azaspiro[4.5]decane-8-sulfonamide (the product of step (0.85 g) was heated to 50° C. in a mixture of 2M aqueous hydrochloric acid (17 mL) and THF (17 mL). After 24 h, the reaction was allowed to cool to room temperature then diluted with ethyl acetate, the layers separated and the organic material washed with saturated aqueous sodium bicarbonate, water, saturated aqueous sodium chloride, dried with sodium sulfate, filtered and ...